Dataset: the Open Reaction Database (ORD), a public repository of structured organic reaction records. Task: describe an organic reaction: reactants, conditions, products, and yield Reactants: FC=1C=C(C=CC1C=1SC2=NC(=CC=C2N1)C1(CC1)C1=CC=CC=C1)CC1CC(C1)(C(=O)O)C(=O)O (3-((3-Fluoro-4-(5-(1-phenylcyclopropyl)thiazolo[5,4-b]pyridine-2-yl)phenyl)-methyl)cyclobutane-1,1-dicarboxylic acid), CS(=O)C (DMSO). Run in O (water). Run at temperature 160 celsius, time 4 hour. Product: FC=1C=C(C[C@H]2C[C@H](C2)C(=O)O)C=CC1C=1SC2=NC(=CC=C2N1)C1(CC1)C1=CC=CC=C1 ((cis)-3-(3-fluoro-4-(5-(1-phenylcyclopropyl)-thiazolo[5,4-b]pyridine-2-yl)benzyl)cyclobutanecarboxylic acid). As a reaction SMILES: [F:1][C:2]1[CH:3]=[C:4]([CH2:26][CH:27]2[CH2:30][C:29](C(O)=O)([C:31]([OH:33])=[O:32])[CH2:28]2)[CH:5]=[CH:6][C:7]=1[C:8]1[S:9][C:10]2[C:15]([N:16]=1)=[CH:14][CH:13]=[C:12]([C:17]1([C:20]3[CH:25]=[CH:24][CH:23]=[CH:22][CH:21]=3)[CH2:19][CH2:18]1)[N:11]=2.CS(C)=O>O>[F:1][C:2]1[CH:3]=[C:4]([CH:5]=[CH:6][C:7]=1[C:8]1[S:9][C:10]2[C:15]([N:16]=1)=[CH:14][CH:13]=[C:12]([C:17]1([C:20]3[CH:21]=[CH:22][CH:23]=[CH:24][CH:25]=3)[CH2:18][CH2:19]1)[N:11]=2)[CH2:26][C@@H:27]1[CH2:30][C@H:29]([C:31]([OH:33])=[O:32])[CH2:28]1. Procedure: 3-((3-Fluoro-4-(5-(1-phenylcyclopropyl)thiazolo[5,4-b]pyridine-2-yl)phenyl)-methyl)cyclobutane-1,1-dicarboxylic acid (0.360 g, 0.716 mmol) treated with 4 mL DMSO, fitted with a water cooled reflux condenser, and heated to 160° C. After 4 h, the reaction mixture was cooled to rt. The reaction mixture was partitioned between water and EtOAc. The organic layer was washed with water once, satd NaCl once and the organics were dried over anhydrous sodium sulfate, filtered, and concentrated in vacuo to...